From a dataset of the Open Reaction Database (ORD), a public repository of structured organic reaction records. describe an organic reaction: reactants, conditions, products, and yield The reactants are C(C)C(C(=O)Cl)CC(=O)Cl (Ethyl succinyl cloride), N1=C(C=CC=C1C)C (2,6-lutidine), O1CCCC1 (tetrahydrofuran). Reagents/catalysts: [Pd] (palladium on carbon). Run at time 24 hour. Product: O=CCCC(=O)OCC (4-Oxobutanoic acid, ethyl ester). RXN SMILES: C([CH:3]([CH2:7][C:8](Cl)=[O:9])[C:4](Cl)=[O:5])C.N1C(C)=CC=C[C:12]=1[CH3:18].[O:19]1CCCC1>[Pd]>[O:9]=[CH:8][CH2:7][CH2:3][C:4]([O:5][CH2:12][CH3:18])=[O:19]. Procedure details: Ethyl succinyl cloride (4.1 g) was added to a suspension of 10% palladium on carbon (0.3 g) and 2,6-lutidine (2.9 ml) in dry tetrahydrofuran (100 ml). The mixture was hydrogenated at 3 atmospheres pressure for 24 hours. The reaction mixture was filtered and the filtrate evaporated under reduced pressure. Yield 3.15 g. 1H NMR: δ (CDCl3) 9.82 (s,1H), 4.16 (q,2H), 2.80 (t,2H), 2.63 (t,2H), 1.26 (t,3H). Reactants: ClC1=CC=C(C=C1)C(N1CC(C1)C(C(C#N)(C)C)(O)C1=CC(=CC(=C1)F)F)C1=CC=C(C=C1)Cl (3-{1-[bis(4-chlorophenyl)methyl]azetidin-3-yl}-3-(3,5-difluorophenyl)-3-hydroxy-2,2-dimethylpropanenitrile), P(=O)(Cl)(Cl)Cl (phosphorus oxychloride). The solvent is N1=CC=CC=C1 (pyridine). The product is ClC1=CC=C(C=C1)C(N1CC(C1)=C(C(C#N)(C)C)C1=CC(=CC(=C1)F)F)C1=CC=C(C=C1)Cl (3-{1-[Bis(4-chlorophenyl)methyl]azetidin-3-ylidene}-3-(3,5-difluorophenyl)-2,2-dimethylpropanenitrile). RXN SMILES: [Cl:1][C:2]1[CH:7]=[CH:6][C:5]([CH:8]([C:28]2[CH:33]=[CH:32][C:31]([Cl:34])=[CH:30][CH:29]=2)[N:9]2[CH2:12][CH:11]([C:13]([C:20]3[CH:25]=[C:24]([F:26])[CH:23]=[C:22]([F:27])[CH:21]=3)(O)[C:14]([CH3:18])([CH3:17])[C:15]#[N:16])[CH2:10]2)=[CH:4][CH:3]=1.P(Cl)(Cl)(Cl)=O>N1C=CC=CC=1>[Cl:34][C:31]1[CH:30]=[CH:29][C:28]([CH:8]([C:5]2[CH:4]=[CH:3][C:2]([Cl:1])=[CH:7][CH:6]=2)[N:9]2[CH2:12][C:11](=[C:13]([C:20]3[CH:21]=[C:22]([F:27])[CH:23]=[C:24]([F:26])[CH:25]=3)[C:14]([CH3:18])([CH3:17])[C:15]#[N:16])[CH2:10]2)=[CH:33][CH:32]=1. Procedure details: The reaction mixture of 128 mg (0.255 mmol) of 3-{1-[bis(4-chlorophenyl)methyl]azetidin-3-yl}-3-(3,5-difluorophenyl)-3-hydroxy-2,2-dimethylpropanenitrile and 3 mL of phosphorus oxychloride in 5 mL of pyridine was heated at reflux for 48 h. The solution was concentrated, poured into 30 mL of ether, and washed with 5 mL of aq NaHCO3. The organic layer was dried over Na2SO4 and concentrated. The residue was purified by silica gel chromatography with hexanes/ethyl acetate=4:1 to afford the title com...